describe an organic reaction: reactants, conditions, products, and yield From a dataset of the Open Reaction Database (ORD), a public repository of structured organic reaction records. Reactants: COC(=O)c1sccc1S(=O)(=O)NC(=O)Nc1nc(C)cc(C)n1, CCO, Cl, [Na+], [OH-], O. Product: Cc1cc(C)nc(NC(=O)NS(=O)(=O)c2ccsc2C(=O)O)n1. As a reaction SMILES: [CH3:1][c:2]1[n:3][c:4]([NH:9][C:10](=[O:11])[NH:12][S:13](=[O:14])(=[O:15])[c:16]2[c:17]([C:21](=[O:22])[O:23][CH3:24])[s:18][cH:19][cH:20]2)[n:5][c:6]([CH3:8])[cH:7]1.[CH3:26][CH2:27][OH:28].[ClH:25].[Na+:30].[OH-:29].[OH2:31]>>[CH3:1][c:2]1[n:3][c:4]([NH:9][C:10](=[O:11])[NH:12][S:13](=[O:14])(=[O:15])[c:16]2[c:17]([C:21](=[O:22])[OH:23])[s:18][cH:19][cH:20]2)[n:5][c:6]([CH3:8])[cH:7]1. Starting materials: OC1C(N(CC1)CC(=O)OCC)=O (ethyl (R/S)-2-(3-hydroxy-2-oxo-1-pyrrolidinyl)-acetate), [OH-].[NH4+] (ammonium hydroxide). The solvent is C(C)#N (acetonitrile). Reaction conditions: time 1 hour. The product is OC1C(N(CC1)CC(=O)N)=O ((R/S)-2-(3-hydroxy-2-oxo-1-pyrrolidinyl)acetamide). As a reaction SMILES: [OH:1][CH:2]1[CH2:6][CH2:5][N:4]([CH2:7][C:8](OCC)=[O:9])[C:3]1=[O:13].[OH-].[NH4+:15]>C(#N)C>[OH:1][CH:2]1[CH2:6][CH2:5][N:4]([CH2:7][C:8]([NH2:15])=[O:9])[C:3]1=[O:13] |f:1.2|. Procedure details: 2.50 g of ethyl (R/S)-2-(3-hydroxy-2-oxo-1-pyrrolidinyl)-acetate are treated with 11.5 ml of approximately 25% ammonium hydroxide solution, whereupon the mixture is stirred at room temperature for 1 hour. The mixture is treated with acetonitrile and evaporated. The residue is treated five times with acetonitrile and in each case again evaporated. There is obtained (R/S)-2-(3-hydroxy-2-oxo-1-pyrrolidinyl)acetamide which melts at 163°-164° after recrystallization from methanol/diethyl ether (1:2). Reactants: C(C(=O)Cl)(=O)Cl (oxalyl chloride), CS(=O)C (DMSO), C(C)(C)N(CC)C(C)C (diisopropylethylamine), OC[C@@H]1CC(C[C@H]1C1=CC=CC=C1)=O ((+)-trans-3-hydroxymethyl-4-phenylcyclopentan-1-one). Solvent: O (water), C(Cl)Cl (methylene chloride), C(Cl)Cl (methylene chloride), C(Cl)Cl (methylene chloride). Reaction conditions: temperature -70 celsius, time 10 minute. The product is C(=O)[C@@H]1CC(C[C@H]1C1=CC=CC=C1)=O ((+)-trans-3-Formyl-4-phenylcyclopentan-1-one). As a reaction SMILES: C(Cl)(=O)C(Cl)=O.CS(C)=O.[OH:11][CH2:12][C@H:13]1[C@H:17]([C:18]2[CH:23]=[CH:22][CH:21]=[CH:20][CH:19]=2)[CH2:16][C:15](=[O:24])[CH2:14]1.C(N(C(C)C)CC)(C)C>C(Cl)Cl.O>[CH:12]([C@H:13]1[C@H:17]([C:18]2[CH:23]=[CH:22][CH:21]=[CH:20][CH:19]=2)[CH2:16][C:15](=[O:24])[CH2:14]1)=[O:11]. Procedure: To a solution of oxalyl chloride (0.352 mL, 0.512 g, 4.03 mmol) in methylene chloride (8 mL) at −70° C. was added dropwise DMSO (0.573 mL, 0.630 g, 8.06 mmol). After 10 min, a solution of (+)-trans-3-hydroxymethyl-4-phenylcyclopentan-1-one from Example 11, Step F (0.153 g, 0.807 mmol) in methylene chloride (1 mL) was added dropwise. The reaction mixture was stirred at −70° C. for 45 min and then diisopropylethylamine (2.1 mL, 1.6 g, 4.48 mmol) was added. The reaction mixture was allowed to warm ... Yields the product FC=1C=C(C=CC1S(=O)(=O)C1=CC=C(C=C1)OC)C=1C(=CC=C(C1)F)O (3′,5-difluoro-4′-[(4-methoxyphenyl)sulfonyl]biphenyl-2-ol). Reported procedure: The subtitle compound was prepared by the method of example 12 step (iii) using the product of step (ii) and 10% Pd/C in acetic acid. RXN SMILES: C(O[C:9]1([C:17]2C(O)=C[CH:20]=[C:21]([S:24]([C:27]3[CH:32]=[CH:31][C:30]([O:33][CH3:34])=[CH:29][CH:28]=3)(=[O:26])=[O:25])[C:22]=2[F:23])[CH:14]=[CH:13][C:12]([F:15])=[CH:11][CH:10]1O)C1C=CC=CC=1.[C:36]([OH:39])(=O)[CH3:37]>[Pd]>[F:23][C:22]1[CH:17]=[C:9]([C:14]2[C:36]([OH:39])=[CH:37][CH:11]=[C:12]([F:15])[CH:13]=2)[CH:10]=[CH:20][C:21]=1[S:24]([C:27]1[CH:32]=[CH:31][C:30]([O:33][CH3:34])=[CH:29][CH:28]=1)(=[O:25])=[O:26]. Reactants: C(C1=CC=CC=C1)OC1(C(C=C(C=C1)F)O)C=1C(=CC=C(C1F)S(=O)(=O)C1=CC=C(C=C1)OC)O (2-(benzyloxy)-3′,5-difluoro-4′-[(4-methoxyphenyl)sulfonyl]biphenol), C(C)(=O)O (acetic acid). The reagents and catalysts are [Pd] (Pd/C).